This data is from the Open Reaction Database (ORD), a public repository of structured organic reaction records. The task is: describe an organic reaction: reactants, conditions, products, and yield Starting materials: C(C1=CC=CC=C1)OC(=O)Cl (Benzyloxycarbonyl chloride), [OH-].[Na+] (sodium hydroxide), Cl.N[C@H](C)C1=C(C=C(C(=O)O)C=C1)Cl ((R)-4-(1-aminoethyl)-3-chlorobenzoic acid hydrochloride), Cl (hydrochloric acid). Run at time 3 hour. Product: C(C1=CC=CC=C1)OC(=O)N[C@H](C)C1=C(C=C(C(=O)O)C=C1)Cl ((R)-4-(1-benzyloxycarbonylaminoethyl)-3-chlorobenzoic acid). Isolated yield 69.7%. Reaction SMILES: [CH2:1]([O:8][C:9](Cl)=[O:10])[C:2]1[CH:7]=[CH:6][CH:5]=[CH:4][CH:3]=1.[OH-].[Na+].Cl.Cl.[NH2:16][C@@H:17]([C:19]1[CH:27]=[CH:26][C:22]([C:23]([OH:25])=[O:24])=[CH:21][C:20]=1[Cl:28])[CH3:18]>>[CH2:1]([O:8][C:9]([NH:16][C@@H:17]([C:19]1[CH:27]=[CH:26][C:22]([C:23]([OH:25])=[O:24])=[CH:21][C:20]=1[Cl:28])[CH3:18])=[O:10])[C:2]1[CH:7]=[CH:6][CH:5]=[CH:4][CH:3]=1 |f:1.2,4.5|. Procedure details: Benzyloxycarbonyl chloride (750 mg) was dropwise added to an aqueous solution (10 ml) of (R)-4-(1-aminoethyl)-3-chlorobenzoic acid hydrochloride (690 mg) and sodium hydroxide (410 mg) at room temperature, and the mixture was stirred for 3 hours. After the reaction, conc. hydrochloric acid was added to the reaction mixture to make the same acidic, and the mixture was extracted with chloroform. The extract was dried, and the solvent was evaporated under reduced pressure. The obtained residue was p...